Dataset: the Open Reaction Database (ORD), a public repository of structured organic reaction records. Task: describe an organic reaction: reactants, conditions, products, and yield Reactants: O=S1(N(CCC1)C1=CC(=C(C(=O)O)C=C1)C)=O (4-(1,1-dioxo-1λ6-isothiazolidin-2-yl)-2-methylbenzoic acid), C1(CC1)C=1C(=NC=C(C1)C)N1CCNCC1 (1-(3-cyclopropyl-5-methylpyridin-2-yl)piperazine). Product: C1(CC1)C=1C(=NC=C(C1)C)N1CCN(CC1)C(=O)C1=C(C=C(C=C1)N1S(CCC1)(=O)=O)C ([4-(3-cyclopropyl-5-methylpyridin-2-yl)piperazin-1-yl][4-(1,1-dioxo-1λ6-isothiazolidin-2-yl)-2-methylphenyl]methanone). Isolated yield 43.6%. Reaction SMILES: [O:1]=[S:2]1(=[O:17])[CH2:6][CH2:5][CH2:4][N:3]1[C:7]1[CH:15]=[CH:14][C:10]([C:11]([OH:13])=O)=[C:9]([CH3:16])[CH:8]=1.[CH:18]1([C:21]2[C:22]([N:28]3[CH2:33][CH2:32][NH:31][CH2:30][CH2:29]3)=[N:23][CH:24]=[C:25]([CH3:27])[CH:26]=2)[CH2:20][CH2:19]1>>[CH:18]1([C:21]2[C:22]([N:28]3[CH2:33][CH2:32][N:31]([C:11]([C:10]4[CH:14]=[CH:15][C:7]([N:3]5[CH2:4][CH2:5][CH2:6][S:2]5(=[O:1])=[O:17])=[CH:8][C:9]=4[CH3:16])=[O:13])[CH2:30][CH2:29]3)=[N:23][CH:24]=[C:25]([CH3:27])[CH:26]=2)[CH2:19][CH2:20]1. Procedure: Using 4-(1,1-dioxo-1λ6-isothiazolidin-2-yl)-2-methylbenzoic acid (255 mg) described in Preparation Example 29 and 1-(3-cyclopropyl-5-methylpyridin-2-yl)piperazine (217 mg) described in Preparation Example 86 and by the reaction and treatment in the same manner as in Example 87, the title compound (198 mg) was obtained. Reactants: C1(=CC=CC=C1)CSC1=NC(C=2SCC(NC2N1)=O)=O (2-[(Phenylmethyl)thio]-1H-pyrimido[5,4-b][1,4]thiazine-4,7(6H,8H)-dione), CN(C1=CC=CC=C1)C (N,N-dimethyl aniline), P(=O)(Cl)(Cl)Cl (phosphorus oxychloride), C([O-])(O)=O.[Na+] (sodium bicarbonate). Reaction conditions: time 15 minute. The product is ClC1=NC(=NC2=C1SCC(N2)=O)SCC2=CC=CC=C2 (4-Chloro-2-[(phenylmethyl)thio]-6H-pyrimido[5,4-b][1,4]thiazin-7(8H)-one). RXN SMILES: [C:1]1([CH2:7][S:8][C:9]2[NH:18][C:17]3[NH:16][C:15](=[O:19])[CH2:14][S:13][C:12]=3[C:11](=O)[N:10]=2)[CH:6]=[CH:5][CH:4]=[CH:3][CH:2]=1.CN(C)C1C=CC=CC=1.C(=O)(O)[O-].[Na+].P(Cl)(Cl)([Cl:37])=O>>[Cl:37][C:11]1[C:12]2[S:13][CH2:14][C:15](=[O:19])[NH:16][C:17]=2[N:18]=[C:9]([S:8][CH2:7][C:1]2[CH:6]=[CH:5][CH:4]=[CH:3][CH:2]=2)[N:10]=1 |f:2.3|. Procedure: A suspension of the product from step c) (1.5 g), phosphorus oxychloride (10 ml) and N,N-dimethyl aniline (1 ml) was heated under reflux for 2 hours. The mixture was allowed to cool to room temperature and poured carefully into a saturated sodium bicarbonate solution, and stirred for 15 mins. The crude product was extracted into ethyl acetate and purified (SiO2, dichloromethane as eluant) to give the subtitle compound (0.25 g) Yields the product COC=1C=C(C=C(C1)OC)C(C#N)C(C)C (2-(3,5-Dimethoxyphenyl)-2-isopropylacetonitrile). The reactants are COC=1C=C(C=C(C1)OC)CC#N (2-(3,5-dimethoxyphenyl)-acetonitrile), [H-].[Na+] (sodium hydride), C(C)(C)Br (isopropyl bromide), suspension. Reported procedure: This is prepared by reacting a solution of 2-(3,5-dimethoxyphenyl)-acetonitrile (4 g, 0.022 mol) in 10 cc of DMF with 2.86 g of isopropyl bromide in 5 cc of DMF, in the presence of a 50% suspension of 1.1 g of sodium hydride in 25 cc of DMF. Solvent: CN(C)C=O (DMF), CN(C)C=O (DMF), CN(C)C=O (DMF). RXN SMILES: [CH3:1][O:2][C:3]1[CH:4]=[C:5]([CH2:11][C:12]#[N:13])[CH:6]=[C:7]([O:9][CH3:10])[CH:8]=1.[CH:14](Br)([CH3:16])[CH3:15].[H-].[Na+]>CN(C=O)C>[CH3:10][O:9][C:7]1[CH:6]=[C:5]([CH:11]([CH:14]([CH3:16])[CH3:15])[C:12]#[N:13])[CH:4]=[C:3]([O:2][CH3:1])[CH:8]=1 |f:2.3|. Reactants: O=C(C(=O)OCC)CCC1=CC=CC=C1 (Ethyl 2-oxo-4-phenylbutyrate), N[C@@H](C)C(=O)N1[C@H](C(=O)O)C[C@@H](C1)SC1=CC=CC=C1 (1-(L-alanyl)-4-(S)-(phenylthio)-L-proline), C(#N)[BH3-].[Na+] (sodium cyanoborohydride). The solvent is C(C)O.O (ethanol water), C(C)O.O (ethanol water). The product is C(C)OC(=O)[C@H](CCC1=CC=CC=C1)N[C@@H](C)C(=O)N1[C@H](C(=O)O)C[C@@H](C1)SC1=CC=CC=C1 (1-[N-(1-(S)-ethoxycarbonyl-3-phenylpropyl)-L-alanyl]-4-(S)-(phenylthio)-L-proline). Reaction SMILES: O=[C:2]([CH2:8][CH2:9][C:10]1[CH:15]=[CH:14][CH:13]=[CH:12][CH:11]=1)[C:3]([O:5][CH2:6][CH3:7])=[O:4].[NH2:16][C@H:17]([C:19]([N:21]1[CH2:28][C@@H:27]([S:29][C:30]2[CH:35]=[CH:34][CH:33]=[CH:32][CH:31]=2)[CH2:26][C@H:22]1[C:23]([OH:25])=[O:24])=[O:20])[CH3:18].C([BH3-])#N.[Na+]>C(O)C.O>[CH2:6]([O:5][C:3]([C@@H:2]([NH:16][C@H:17]([C:19]([N:21]1[CH2:28][C@@H:27]([S:29][C:30]2[CH:35]=[CH:34][CH:33]=[CH:32][CH:31]=2)[CH2:26][C@H:22]1[C:23]([OH:25])=[O:24])=[O:20])[CH3:18])[CH2:8][CH2:9][C:10]1[CH:15]=[CH:14][CH:13]=[CH:12][CH:11]=1)=[O:4])[CH3:7] |f:2.3,4.5|. Procedure details: Ethyl 2-oxo-4-phenylbutyrate (1.03 gram) and 1-(L-alanyl)-4-(S)-(phenylthio)-L-proline (0.19 gram) are dissolved in a 1:1 ethanol-water solvent. A solution of sodium cyanoborohydride (0.19 gram) in ethanol-water is added dropwise at room temperature over the course of two hours. When the reaction is completed, the product is absorbed in strong acid ion exchange resin and eluted with 2% pyridine water. The product rich cuts are freeze dried and the desired isomer is separated chromatographically ... The reactants are BrC=1C=CC(=C(C1)O)NN.CC1=CC=C(C=C1)S(=O)(=O)[O-] (5-bromo-2-hydrazinylphenol 4-methylbenzenesulfonate), ClC(C(C)=O)C(C)=O (3-chloropentane-2,4-dione). Product: BrC=1C=CC(=C(C1)O)N1N=C(C(=C1C)Cl)C (5-bromo-2-(4-chloro-3,5-dimethyl-1H-pyrazol-1-yl)phenol). Yield: 76.9%. RXN SMILES: [Br:1][C:2]1[CH:3]=[CH:4][C:5]([NH:9][NH2:10])=[C:6]([OH:8])[CH:7]=1.CC1C=CC(S([O-])(=O)=O)=CC=1.[Cl:22][CH:23]([C:27](=O)[CH3:28])[C:24](=O)[CH3:25]>>[Br:1][C:2]1[CH:3]=[CH:4][C:5]([N:9]2[C:27]([CH3:28])=[C:23]([Cl:22])[C:24]([CH3:25])=[N:10]2)=[C:6]([OH:8])[CH:7]=1 |f:0.1|. Reported procedure: 558 mg of the title compound was prepared in a manner similar to Example 54b) by using 5-bromo-2-hydrazinylphenol 4-methylbenzenesulfonate (0.9 g), which was prepared in a manner similar to Example 54a), and 3-chloropentane-2,4-dione (1.07 g).